Task: describe an organic reaction: reactants, conditions, products, and yield. Dataset: the Open Reaction Database (ORD), a public repository of structured organic reaction records Starting materials: CCOC(=O)C.O (EtOAc H2O), FC(C(=O)O)(F)F.FC1=C(C=CC(=C1)N1N=NN=C1)C=1C=CC2=C(N=C(O2)C2CCNCC2)C1 (5-[2-fluoro-4-(1H-tetrazol-1-yl)-phenyl]-2-(piperidin-4-yl)-benzo[d]oxazole 2,2,2-trifluoroacetate), CS(=O)(=O)OCCOC (2-methoxyethyl methanesulfonate), C(=O)([O-])[O-].[K+].[K+] (K2CO3). The solvent is CN(C)C=O (DMF). Product: FC1=C(C=CC(=C1)N1N=NN=C1)C=1C=CC2=C(N=C(O2)C2CCN(CC2)CCOC)C1 (5-[2-fluoro-4-(1H-tetrazol-1-yl)phenyl]-2-[1-(2-methoxyethyl)piperidin-4-yl]benzo[d]oxazole). Run at time 15 minute. Yield: 355.1%. Reaction SMILES: FC(F)(F)C(O)=O.[F:8][C:9]1[CH:14]=[C:13]([N:15]2[CH:19]=[N:18][N:17]=[N:16]2)[CH:12]=[CH:11][C:10]=1[C:20]1[CH:21]=[CH:22][C:23]2[O:27][C:26]([CH:28]3[CH2:33][CH2:32][NH:31][CH2:30][CH2:29]3)=[N:25][C:24]=2[CH:34]=1.C([O-])([O-])=O.[K+].[K+].CS(O[CH2:46][CH2:47][O:48][CH3:49])(=O)=O.CCOC(C)=O.O>CN(C=O)C>[F:8][C:9]1[CH:14]=[C:13]([N:15]2[CH:19]=[N:18][N:17]=[N:16]2)[CH:12]=[CH:11][C:10]=1[C:20]1[CH:21]=[CH:22][C:23]2[O:27][C:26]([CH:28]3[CH2:29][CH2:30][N:31]([CH2:46][CH2:47][O:48][CH3:49])[CH2:32][CH2:33]3)=[N:25][C:24]=2[CH:34]=1 |f:0.1,2.3.4,6.7|. Reported procedure: 5-[2-fluoro-4-(1H-tetrazol-1-yl)-phenyl]-2-(piperidin-4-yl)-benzo[d]oxazole 2,2,2-trifluoroacetate (30 mg, 0.06 mmol) was dissolved in DMF (2 ml) and added K2CO3 (40 mg, 0.29 mmol) and stirred the mixture at rt for 15 mins. To this mixture added 2-methoxyethyl methanesulfonate (45 mg, 0.29 mmol) and stirred at rt for 17 h. Work up (EtOAc/H2O) followed by purification by column chromatography on 60-120 mesh silicagel using a gradient mixture of DCM and MeOH (98:2) as eluent afforded the titled co... Starting materials: C(#N)C1=C(C=C(C(=O)N(C)C2=C(C=CC=C2)C=2OC=CC2)C=C1)C (4-cyano-N-(2-furan-2-ylphenyl)-3,N-dimethylbenzamide), N (Ammonia), [BH4-].[Na+] (sodium borohydride). The reagents and catalysts are O.O.O.O.O.O.[Co+2] (cobalt (II) hexahydrate). Run in CO (methanol). Run at time 2 hour. The product is NCC1=C(C=C(C(=O)N(C)C2=C(C=CC=C2)C=2OC=CC2)C=C1)C (4-Aminomethyl-N-(2-furan-2-ylphenyl)-3,N-dimethylbenzamide). As a reaction SMILES: [C:1]([C:3]1[CH:23]=[CH:22][C:6]([C:7]([N:9]([C:11]2[CH:16]=[CH:15][CH:14]=[CH:13][C:12]=2[C:17]2[O:18][CH:19]=[CH:20][CH:21]=2)[CH3:10])=[O:8])=[CH:5][C:4]=1[CH3:24])#[N:2].[BH4-].[Na+].N>CO.O.O.O.O.O.O.[Co+2]>[NH2:2][CH2:1][C:3]1[CH:23]=[CH:22][C:6]([C:7]([N:9]([C:11]2[CH:16]=[CH:15][CH:14]=[CH:13][C:12]=2[C:17]2[O:18][CH:19]=[CH:20][CH:21]=2)[CH3:10])=[O:8])=[CH:5][C:4]=1[CH3:24] |f:1.2,5.6.7.8.9.10.11|. Procedure: To a solution of 4-cyano-N-(2-furan-2-ylphenyl)-3,N-dimethylbenzamide from Example 21C (198 mg, 0.626 mmol) in methanol (10 ml) was added cobalt (II) hexahydrate (300 mg, 1.25 mmol). The mixture was cooled in an ice/water bath and sodium borohydride (237 mg, 6.26 mmol) was added portionwise. The mixture was allowed to warm to room temperature and stirred for 2 h. Ammonia solution (4.0 ml) was added and the mixture stirred for 30 min, filtered through Celite® and evaporated in vacuo. The residue ...